The task is: describe an organic reaction: reactants, conditions, products, and yield. This data is from the Open Reaction Database (ORD), a public repository of structured organic reaction records. Starting materials: ice water, OC=1C=C2C=CC(NC2=CC1)=O (6-hydroxycarbostyril), C([O-])([O-])=O.[K+].[K+] (potasium carbonate), COCOC1CCN(CC1)CCN(C(=O)N)CCCCl (2-(4-methoxymethoxy-1-piperidinyl)-ethyl-N-(3-chloropropyl)urea). Run in CN(C=O)C (dimethylformamide). Yields the product COCOC1CCN(CC1)CCN(CC1CCCCCCC1)C(=O)NCCCOC=1C=C2C=CC(NC2=CC1)=O (6-[3-{N-[2-(4-methoxymethoxy-1-piperidinyl)ethyl]-N-cyclooctylmethylamino}carbonylaminopropoxy]carbostyril). Reaction SMILES: [OH:1][C:2]1[CH:3]=[C:4]2[C:9](=[CH:10][CH:11]=1)[NH:8][C:7](=[O:12])[CH:6]=[CH:5]2.C(=O)([O-])[O-].[K+].[K+].[CH3:19][O:20][CH2:21][O:22][CH:23]1[CH2:28][CH2:27][N:26]([CH2:29][CH2:30][N:31]([CH2:35][CH2:36][CH2:37]Cl)[C:32]([NH2:34])=[O:33])[CH2:25][CH2:24]1>CN(C)C=O>[CH3:19][O:20][CH2:21][O:22][CH:23]1[CH2:28][CH2:27][N:26]([CH2:29][CH2:30][N:31]([C:32]([NH:34][CH2:5][CH2:6][CH2:7][O:1][C:2]2[CH:3]=[C:4]3[C:9](=[CH:10][CH:11]=2)[NH:8][C:7](=[O:12])[CH:6]=[CH:5]3)=[O:33])[CH2:35][CH:36]2[CH2:37][CH2:9][CH2:10][CH2:11][CH2:2][CH2:3][CH2:4]2)[CH2:25][CH2:24]1 |f:1.2.3|. Reported procedure: A solution of 1.6 g of 6-hydroxycarbostyril, 1.4 g of potasium carbonate and 4.2 g of N-cyclooctylmethyl-N-[2-(4-methoxymethoxy-1-piperidinyl)-ethyl-N-(3-chloropropyl)urea in 20 ml of dimethylformamide was stirred at 80° C. for 1 day. The reaction mixture was poured into ice water, followed by extraction with ethyl acetate. The extract was washed with water and dried with magnesium sulfate. The solvent was removed by distillation. The resulting residue was purified by a silica gel column chromat...